This data is from the Open Reaction Database (ORD), a public repository of structured organic reaction records. The task is: describe an organic reaction: reactants, conditions, products, and yield Reactants: [Br-], C1CCOC1, [Li]CCCC, COC(=O)CCCCC=O, c1ccc([P+](c2ccccc2)(c2ccccc2)C2CCCC2)cc1, O. Yields the product COC(=O)CCCCC=C1CCCC1. As a reaction SMILES: [Br-:1].[CH2:42]1[O:43][CH2:44][CH2:45][CH2:46]1.[CH3:26][CH2:27][CH2:28][CH2:29][Li:30].[CH3:31][O:32][C:33]([CH2:34][CH2:35][CH2:36][CH2:37][CH:38]=[O:39])=[O:40].[CH:2]1([P+:7]([c:8]2[cH:9][cH:10][cH:11][cH:12][cH:13]2)([c:14]2[cH:15][cH:16][cH:17][cH:18][cH:19]2)[c:20]2[cH:21][cH:22][cH:23][cH:24][cH:25]2)[CH2:3][CH2:4][CH2:5][CH2:6]1.[OH2:41]>>[C:2]1(=[CH:38][CH2:37][CH2:36][CH2:35][CH2:34][C:33]([O:32][CH3:31])=[O:40])[CH2:3][CH2:4][CH2:5][CH2:6]1. Starting materials: ClC=1C(NC2=CC=C(C=C2N1)C(=O)OC)=O (methyl 3-chloro-2-oxo-1,2-dihydroquinoxaline-6-carboxylate), C(C)(C)(C)OC(=O)N1C[C@@H](NCC1)C (tert-butyl-(3S)-3-methylpiperazine-1-carboxylate), CCN(C(C)C)C(C)C (DIEA). Run in CS(=O)C (DMSO), O (water). Reaction conditions: temperature 80 celsius, time 8 hour. Yields the product C(C)(C)(C)OC(=O)N1C[C@@H](N(CC1)C=1C(NC2=CC=C(C=C2N1)C(=O)OC)=O)C (methyl 3-[(2S)-4-[(tert-butoxy)carbonyl]-2-methylpiperazin-1-yl]-2-oxo-1,2-dihydroquinoxaline-6-carboxylate). The yield is 18.4%. As a reaction SMILES: Cl[C:2]1[C:3](=[O:16])[NH:4][C:5]2[C:10]([N:11]=1)=[CH:9][C:8]([C:12]([O:14][CH3:15])=[O:13])=[CH:7][CH:6]=2.[C:17]([O:21][C:22]([N:24]1[CH2:29][CH2:28][NH:27][C@@H:26]([CH3:30])[CH2:25]1)=[O:23])([CH3:20])([CH3:19])[CH3:18].CCN(C(C)C)C(C)C>CS(C)=O.O>[C:17]([O:21][C:22]([N:24]1[CH2:29][CH2:28][N:27]([C:2]2[C:3](=[O:16])[NH:4][C:5]3[C:10]([N:11]=2)=[CH:9][C:8]([C:12]([O:14][CH3:15])=[O:13])=[CH:7][CH:6]=3)[C@@H:26]([CH3:30])[CH2:25]1)=[O:23])([CH3:20])([CH3:18])[CH3:19]. Reported procedure: To a solution of methyl 3-chloro-2-oxo-1,2-dihydroquinoxaline-6-carboxylate (1.0 g, crude) in DMSO (10 mL) was added tert-butyl-(3S)-3-methylpiperazine-1-carboxylate (1.0 g, 4.99 mmol) and DIEA (1.0 g, 7.74 mmol). The resulting solution was stirred overnight at 80° C. in an oil bath and then diluted with water (100 mL), extracted with ethyl acetate (4×40 mL) and the organic layers combined and dried over anhydrous magnesium sulfate. The solids were filtered out and filtrate was concentrated in v... Starting materials: OC(CN(C)CCC1=CN(C=C1)S(=O)(=O)C1=CC=CC=C1)C1=CC=CC=C1 (N-(2-hydroxy-2-phenylethyl)-N-methyl-2-(1-phenylsulphonyl-3-pyrrolyl)ethylamine), CS(=O)(=O)O (methanesulphonic acid). The solvent is FC(C(=O)O)(F)F (trifluoroacetic acid). Product: C1(=CC=CC=C1)S(=O)(=O)N1C=CC2=C1C(CN(CC2)C)C2=CC=CC=C2 (1-Phenylsulphonyl-1,4,5,6,7,8-hexahydro-6-methyl-8-phenylpyrrolo[2,3-d]azepine). As a reaction SMILES: O[CH:2]([C:22]1[CH:27]=[CH:26][CH:25]=[CH:24][CH:23]=1)[CH2:3][N:4]([CH2:6][CH2:7][C:8]1[CH:12]=[CH:11][N:10]([S:13]([C:16]2[CH:21]=[CH:20][CH:19]=[CH:18][CH:17]=2)(=[O:15])=[O:14])[CH:9]=1)[CH3:5].CS(O)(=O)=O>FC(F)(F)C(O)=O>[C:16]1([S:13]([N:10]2[C:9]3[CH:2]([C:22]4[CH:27]=[CH:26][CH:25]=[CH:24][CH:23]=4)[CH2:3][N:4]([CH3:5])[CH2:6][CH2:7][C:8]=3[CH:12]=[CH:11]2)(=[O:15])=[O:14])[CH:21]=[CH:20][CH:19]=[CH:18][CH:17]=1. Procedure details: A mixture of N-(2-hydroxy-2-phenylethyl)-N-methyl-2-(1-phenylsulphonyl-3-pyrrolyl)ethylamine (5.5 g), trifluoroacetic acid (200 ml) and methanesulphonic acid (2.13 g) was refluxed for 2.5 hours. After evaporating to dryness, water then 0.880 ammonia were added and the product was extracted into dichloromethane. The extracts were washed with water, dried and evaporated to give an oil. The oil was purified by chromatography on silica, eluting with chloroform then increasing amounts of methanol (1-... Starting materials: C(=O)(OC(C)(C)C)N1CCC(CC1)CCO (N-Boc-4-piperidine ethanol), OC=1C=C(C(=O)OCC)C=CC1 (ethyl 3-hydroxybenzoate), C(CCC)P(CCCC)CCCC (tri-n-butylphosphin), C1CCN(CC1)C(=O)N=NC(=O)N2CCCCC2 (ADDP). Run in C1CCOC1 (THF). Reaction conditions: temperature 20 celsius, time 8 hour. Product: C(C)OC(C1=CC(=CC=C1)OCCC1CCN(CC1)C(=O)OC(C)(C)C)=O (N-Boc-3-(2-piperidin-4-yl-ethoxy)-benzoic acid ethyl ester). Yield: 97.8%. Reaction SMILES: [C:1]([N:8]1[CH2:13][CH2:12][CH:11]([CH2:14][CH2:15][OH:16])[CH2:10][CH2:9]1)([O:3][C:4]([CH3:7])([CH3:6])[CH3:5])=[O:2].O[C:18]1[CH:19]=[C:20]([CH:26]=[CH:27][CH:28]=1)[C:21]([O:23][CH2:24][CH3:25])=[O:22].C(P(CCCC)CCCC)CCC.C1CCN(C(N=NC(N2CCCCC2)=O)=O)CC1>C1COCC1>[CH2:24]([O:23][C:21](=[O:22])[C:20]1[CH:26]=[CH:27][CH:28]=[C:18]([O:16][CH2:15][CH2:14][CH:11]2[CH2:12][CH2:13][N:8]([C:1]([O:3][C:4]([CH3:7])([CH3:6])[CH3:5])=[O:2])[CH2:9][CH2:10]2)[CH:19]=1)[CH3:25]. Reported procedure: N-Boc-4-piperidine ethanol (15 g, 65 mmol) and ethyl 3-hydroxybenzoate (11 g, 65 mmol) were dissolved in dry THF (750 ml) under N2. To this was added tri-n-butylphosphin (24 ml, 98 mmol) and ADDP (25 g, 98 mmol) resulting in a suspension, which was stirred overnight at 20° C. The mixture was concentrated in vacuo to ˜100 ml, filtered, and the filtrate was evaporated with silica gel. Flash chromatography (EtOAc/heptane 1:4) afforded 24 g of the title compound. LC-MS (m/z): 401 (M+23). Starting materials: C(C)OC(C(C#CC(C)(OC1OCCCC1)C)=O)OCC (1,1-diethoxy-5-methyl-5-(tetrahydro-2H-pyran-2-yloxy)hex-3-yn-2-one), C1(=CC=CC=C1)C1SC(SC1)=S (4-phenyl-1,3-dithiolane-thione). Solvent: ClCCl (dichloromethane). Reaction conditions: temperature 130 celsius. Yields the product C(C)OC(C(=O)C=1SC(SC1C(C)(C)OC1OCCCC1)=S)OCC (2,2-diethoxy-1-(5-(2-(tetrahydro-2H-pyran-2-yloxy)propan-2-yl)-2-thioxo-1,3-dithiol-4-yl)ethanone). Reaction SMILES: [CH2:1]([O:3][CH:4]([O:19][CH2:20][CH3:21])[C:5](=[O:18])[C:6]#[C:7][C:8]([CH3:17])([O:10][CH:11]1[CH2:16][CH2:15][CH2:14][CH2:13][O:12]1)[CH3:9])[CH3:2].C1(C2C[S:31][C:30](=[S:33])[S:29]2)C=CC=CC=1>ClCCl>[CH2:1]([O:3][CH:4]([O:19][CH2:20][CH3:21])[C:5]([C:6]1[S:31][C:30](=[S:29])[S:33][C:7]=1[C:8]([O:10][CH:11]1[CH2:16][CH2:15][CH2:14][CH2:13][O:12]1)([CH3:17])[CH3:9])=[O:18])[CH3:2]. Reported procedure: A mixture of 1,1-diethoxy-5-methyl-5-(tetrahydro-2H-pyran-2-yloxy)hex-3-yn-2-one 3 (1.5 g, 5.0 mmol) and 4-phenyl-1,3-dithiolane-thione (5.3 g, 25.0 mmol) was heated under N2 at 130° C. for 1 hour. The reaction was monitored by thin layer chromatography using silica gel as the stationary phase and dichloromethane as the mobile phase. The color of the reaction mixture changed from yellow to dark orange. After completion of the reaction, as evidenced by TLC, the reaction was stopped, cooled, and t... The reactants are IC1=CC(=CS1)C(=O)O (5-iodothiophene-3-carboxylic acid), IC (iodomethane), C([O-])([O-])=O.[K+].[K+] (potassium carbonate), CN(C)C=O (DMF). The solvent is O (water). Conditions: time 1 day. Yields the product IC1=CC(=CS1)C(=O)OC (Methyl 5-iodothiophene-3-carboxylate). Isolated yield 98.6%. Reaction SMILES: [I:1][C:2]1[S:6][CH:5]=[C:4]([C:7]([OH:9])=[O:8])[CH:3]=1.IC.[C:12](=O)([O-])[O-].[K+].[K+].CN(C=O)C>O>[I:1][C:2]1[S:6][CH:5]=[C:4]([C:7]([O:9][CH3:12])=[O:8])[CH:3]=1 |f:2.3.4|. Reported procedure: A mixture of 5-iodothiophene-3-carboxylic acid (3.48 g), iodomethane (2.92 g), potassium carbonate (2.84 g) and DMF (35 ml) was stirred at room temperature for 1 day. The reaction mixture was poured into water, and extracted with EtOAc. The extract was washed with brine, dried over MgSO4, concentrated and purified by silica gel column chromatography (hexane/EtOAc) to give the title compound (3.62 g) as a white solid. Reactants: C([C@@H]1[C@H]([C@@H]([C@H]([C@H](O1)O[C@@H]2[C@H](O[C@H]([C@@H]([C@H]2O)O)O)CO)O)O)O)O (maltose), 188Re perrhenate, liquid, peptide, O=C1C(O)=C([O-])[C@H](O1)[C@@H](O)CO (ascorbate), Re188-RC-160, C(=C)O (ethenol), CC(C)[C@H]1C(=O)N[C@@H](CSSC[C@@H](C(=O)N[C@@H](C(=O)N[C@H](C(=O)N[C@H](C(=O)N1)CCCCN)CC2=CNC3=C2C=CC=C3)CC=4C=CC(=CC4)O)NC(=O)[C@@H](CC=5C=CC=CC5)N)C(=O)N[C@@H](CC6=CNC7=C6C=CC=C7)C(=O)N.CC(=O)O (RC-160), RC-160 peptide, 188Re RC-160, O=C1C(O)=C([O-])[C@H](O1)[C@@H](O)CO (ascorbate), [Sn] (tin), 188Re, O=C1C(O)=C(O)[C@H](O1)[C@@H](O)CO (ascorbic acid). The solvent is stannous tartrate, C(=O)([O-])C(O)C(O)C(=O)[O-].[K+].[Na+] (sodium potassium tartrate), C(C=1C(C(=O)[O-])=CC=CC1)(=O)O.[K+] (potassium hydrogen phthalate). Reaction conditions: time 45 minute. The product is N[C@H](CC1=CC=CC=C1)C(=O)N[C@@H](CS)C(=O)N[C@@H](CC1=CC=C(C=C1)O)C(=O)N[C@H](CC1=CNC2=CC=CC=C12)C(=O)N[C@@H](CCCCN)C(=O)N[C@@H](C(C)C)C(=O)N[C@@H](CS)C(=O)N[C@@H](CC1=CNC2=CC=CC=C12)C(=O)N (D-Phe-Cys-Tyr-D-Trp-Lys-Val-Cys-Trp-NH2). RXN SMILES: C(O)[C@H]1O[C@H](O[C@H]2[C@H](O)[C@@H](O)[C@H](O)O[C@@H]2CO)[C@H](O)[C@@H](O)[C@@H]1O.[Sn].O=C1O[C@H]([C@H](CO)O)C(O)=C1O.[CH3:37][CH:38]([C@@H:40]1[NH:64][C:62](=[O:63])[C@H:61]([CH2:65][CH2:66][CH2:67][CH2:68][NH2:69])[NH:60][C:58](=[O:59])[C@H:57]([CH2:70][C:71]2[C:75]3[CH:76]=[CH:77][CH:78]=[CH:79][C:74]=3[NH:73][CH:72]=2)[NH:56][C:54](=[O:55])[C@@H:53]([CH2:80][C:81]2[CH:82]=[CH:83][C:84]([OH:87])=[CH:85][CH:86]=2)[NH:52][C:50](=[O:51])[C@@H:49]([NH:88][C:89]([C@H:91]([NH2:99])[CH2:92][C:93]2[CH:94]=[CH:95][CH:96]=[CH:97][CH:98]=2)=[O:90])[CH2:48][S:47][S:46][CH2:45][C@@H:44]([C:100]([NH:102][C@H:103]([C:114]([NH2:116])=[O:115])[CH2:104][C:105]2[C:109]3[CH:110]=[CH:111][CH:112]=[CH:113][C:108]=3[NH:107][CH:106]=2)=[O:101])[NH:43][C:41]1=[O:42])[CH3:39].CC(O)=O.O=C1O[C@H]([C@H](CO)O)C([O-])=C1O.C(O)=C>C(C(C(C([O-])=O)O)O)([O-])=O.[K+].[Na+].C(O)(=O)C1C(=CC=CC=1)C([O-])=O.[K+]>[NH2:99][C@@H:91]([C:89]([NH:88][C@H:49]([C:50]([NH:52][C@H:53]([C:54]([NH:56][C@@H:57]([C:58]([NH:60][C@H:61]([C:62]([NH:64][C@H:40]([C:41]([NH:43][C@H:44]([C:100]([NH:102][C@H:103]([C:114]([NH2:116])=[O:115])[CH2:104][C:105]1[C:109]2[C:108](=[CH:113][CH:112]=[CH:111][CH:110]=2)[NH:107][CH:106]=1)=[O:101])[CH2:45][SH:46])=[O:42])[CH:38]([CH3:37])[CH3:39])=[O:63])[CH2:65][CH2:66][CH2:67][CH2:68][NH2:69])=[O:59])[CH2:70][C:71]1[C:75]2[C:74](=[CH:79][CH:78]=[CH:77][CH:76]=2)[NH:73][CH:72]=1)=[O:55])[CH2:80][C:81]1[CH:82]=[CH:83][C:84]([OH:87])=[CH:85][CH:86]=1)=[O:51])[CH2:48][SH:47])=[O:90])[CH2:92][C:93]1[CH:94]=[CH:95][CH:96]=[CH:97][CH:98]=1 |f:3.4,7.8.9,10.11,^3:23|. Procedure: Radiolabeling kits were prepared using aseptic techniques, with each kit prepared in a 10 ml serum vial using a 2 ml liquid fill. The liquid fill contained 200 μg of RC-160 peptide in 45 mM sodium potassium tartrate, 10 mM potassium hydrogen phthalate buffer, pH 5.0, in 5 mM stannous tartrate with 1% maltose added as a freeze-drying excipient. Each kit contained a maximum of 1.19 μg of tin. After filling, the vials were lyophilized, the head space gas filled with nitrogen, and the vials stoppere...